Dataset: the Open Reaction Database (ORD), a public repository of structured organic reaction records. Task: describe an organic reaction: reactants, conditions, products, and yield Reactants: Cl (hydrochloric acid), COC1=CC(=CC=C1)OC (m-dimethoxybenzene), stannic chloride, O1CC1CCCC (1,2-epoxyhexane). Solvent: C(Cl)Cl (methylene chloride), C(Cl)Cl (methylene chloride). Reaction conditions: temperature 3 celsius, time 30 minute. Product: COC1=C(C=CC(=C1)OC)C(CO)CCCC (2-(2,4-dimethoxyphenyl)hexan-1-ol). As a reaction SMILES: [CH3:1][O:2][C:3]1[CH:8]=[CH:7][CH:6]=[C:5]([O:9][CH3:10])[CH:4]=1.[O:11]1[CH:13]([CH2:14][CH2:15][CH2:16][CH3:17])[CH2:12]1.Cl>C(Cl)Cl>[CH3:1][O:2][C:3]1[CH:4]=[C:5]([O:9][CH3:10])[CH:6]=[CH:7][C:8]=1[CH:13]([CH2:14][CH2:15][CH2:16][CH3:17])[CH2:12][OH:11]. Procedure: To a stirred, 5° C mixture of m-dimethoxybenzene 27.6g (0.20 mole), anhydrous stannic chloride 52.1g (0.20 mole) and 200 ml of methylene chloride which is constantly swept with nitrogen, is added dropwise, 1,2-epoxyhexane, 20.0g (0.20 mole) in 50 ml of methylene chloride. The exothermic reaction temperatutre is maintained at 3° C by the rate of addition. After the addition is complete, the reaction is stirred at 5° C for 30 minutes, at which time it is poured into iced concentrated hydrochloric ... Run at temperature 80 celsius, time 45 minute. Product: ClC1=C(C=CC=C1Cl)C(C#N)C=O (2-(2,3-dichloropheny1)-3-oxo-propionitrile). The solvent is C(C)O (ethanol), C(C)O (ethanol). The yield is 45.0%. Starting materials: CC[O-].[Na+] (NaOEt), ClC1=C(C=CC=C1Cl)CC#N (2,3-dichlorophenylacetonitrile), C(=O)OCC (ethyl formate), C(=O)OCC (Ethyl formate). Reported procedure: To a solution of NaOEt (from 3.63 gms Na) in ethanol (500 ml) was added 2,3-dichlorophenylacetonitrile (Example 14.3) in ethanol (150 ml). Ethyl formate (16.67 gms) was then added and the mixture stirred at 80° C. for 45 minutes, before adding a further quantity of ethyl formate (2.78 gms). After stirring at 80° C. for a further 1.5 hours, the precipitate was filtered off and dried in vacuo. The solid was dissolved in water, filtered, acidified with concentrated hydrochloric acid and the precipi... RXN SMILES: C[CH2:2][O-:3].[Na+].[Cl:5][C:6]1[C:11]([Cl:12])=[CH:10][CH:9]=[CH:8][C:7]=1[CH2:13][C:14]#[N:15].C(OCC)=O>C(O)C>[Cl:5][C:6]1[C:11]([Cl:12])=[CH:10][CH:9]=[CH:8][C:7]=1[CH:13]([CH:2]=[O:3])[C:14]#[N:15] |f:0.1|. Starting materials: BrC=1C=C(C=CC1)C(C=O)(C)NC(OC(C)(C)C)=O (tert-butyl 2-(3-bromophenyl)-1-oxopropan-2-ylcarbamate), CN (methylamine), C(C)(=O)O[BH-](OC(C)=O)OC(C)=O.[Na+] (sodium triacetoxyborohydride). Solvent: ClC(C)Cl (dichloroethane), O (water), CC(=O)O (AcOH). Conditions: time 1 hour. Yields the product BrC=1C=C(C=CC1)C(CNC)(C)NC(OC(C)(C)C)=O (tert-butyl 2-(3-bromophenyl)-1-(methylamino)propan-2-ylcarbamate). The yield is 60.2%. Reaction SMILES: [Br:1][C:2]1[CH:3]=[C:4]([C:8]([NH:12][C:13](=[O:19])[O:14][C:15]([CH3:18])([CH3:17])[CH3:16])([CH3:11])[CH:9]=O)[CH:5]=[CH:6][CH:7]=1.[CH3:20][NH2:21].C(O[BH-](OC(=O)C)OC(=O)C)(=O)C.[Na+]>ClC(Cl)C.O.CC(O)=O>[Br:1][C:2]1[CH:3]=[C:4]([C:8]([NH:12][C:13](=[O:19])[O:14][C:15]([CH3:18])([CH3:17])[CH3:16])([CH3:11])[CH2:9][NH:21][CH3:20])[CH:5]=[CH:6][CH:7]=1 |f:2.3|. Procedure: To a solution of tert-butyl 2-(3-bromophenyl)-1-oxopropan-2-ylcarbamate (C D2; R4=Me) (1.0 g, 3 mmol) in dichloroethane (50 mL) was added methylamine (0.48 g, 6.1 mmol, 2 eq) in water (40%) and 1 mL of AcOH. The solution was allowed to stir at RT for 1 h followed by the addition of sodium triacetoxyborohydride (1.8 g, 8.5 mmol, 2.8 eq). The resulting mixture was stirred at RT for 16 h and quenched with MeOH. After stirring for 30 min the mixture was concentrated in vacuo. The residue was purifie...